From a dataset of the Open Reaction Database (ORD), a public repository of structured organic reaction records. describe an organic reaction: reactants, conditions, products, and yield The reactants are O (water), P12(=S)SP3(=S)SP(=S)(S1)SP(=S)(S2)S3 (Phosphorus pentasulphide), FC(C1CC2=C(SC3=C(C(N2)=O)C=CC=C3)C=C1)(F)F (8-trifluoromethyl-9,10-dihydrodibenzo [b,f][1,4]thiazepin-11-one), pentasulphide. Solvent: N1=CC=CC=C1 (pyridine). Product: FC(C1=CC2=C(SC3=C(C(N2)=S)C=CC=C3)C=C1)(F)F (8-Trifluoromethyl-10,11-dihydrodibenzo[b,f][1,4]thiazepin-11-thione). Isolated yield 70.7%. Reaction SMILES: P12(SP3(SP(SP(S3)(S1)=S)(=S)S2)=S)=[S:2].[F:15][C:16]([F:34])([F:33])[CH:17]1[CH:32]=[CH:31][C:20]2[S:21][C:22]3[CH:30]=[CH:29][CH:28]=[CH:27][C:23]=3[C:24](=O)[NH:25][C:19]=2[CH2:18]1.O>N1C=CC=CC=1>[F:15][C:16]([F:34])([F:33])[C:17]1[CH:32]=[CH:31][C:20]2[S:21][C:22]3[CH:30]=[CH:29][CH:28]=[CH:27][C:23]=3[C:24](=[S:2])[NH:25][C:19]=2[CH:18]=1. Procedure: Phosphorus pentasulphide (0.6 g, 2.5 mmol) was added to a stirred solution of 8-trifluoromethyl-9,10-dihydrodibenzo [b,f][1,4]thiazepin-11-one (0.295 g, 1 mmol) in pyridine (10 ml). The mixture was heated under reflux for 6 hr and then at room temperature overnight. A further 0.3 g of phosphorous pentasulphide was added and the reaction mixture refluxed for 6 hr and then left at room temperature overnight before hot water (40 ml) added. Filtration and recrystallisation from toluene then ethanol ... The reactants are Cl (hydrochloric acid), ClC1=CC(=C(C=C1)C(C(=O)OCC)[C@H](C(F)(F)F)C)C (ethyl (3R)-2-(4-chloro-2-methylphenyl)-4,4,4-trifluoro-3-methylbutanoate). The solvent is CO (methanol), C1CCOC1 (THF), O (water), [OH-].[Na+] (sodium hydroxide). Conditions: time 8 hour. Product: ClC1=CC(=C(C=C1)C(C(=O)O)[C@H](C(F)(F)F)C)C ((3R)-2-(4-Chloro-2-methylphenyl)-4,4,4-trifluoro-3-methylbutanoic acid). Reaction SMILES: [Cl:1][C:2]1[CH:7]=[CH:6][C:5]([CH:8]([C@@H:14]([CH3:19])[C:15]([F:18])([F:17])[F:16])[C:9]([O:11]CC)=[O:10])=[C:4]([CH3:20])[CH:3]=1.Cl>CO.C1COCC1.O.[OH-].[Na+]>[Cl:1][C:2]1[CH:7]=[CH:6][C:5]([CH:8]([C@@H:14]([CH3:19])[C:15]([F:16])([F:17])[F:18])[C:9]([OH:11])=[O:10])=[C:4]([CH3:20])[CH:3]=1 |f:5.6|. Procedure: 3.10 g (crude, about 10.04 mmol) of ethyl (3R)-2-(4-chloro-2-methylphenyl)-4,4,4-trifluoro-3-methylbutanoate (diastereomer mixture) were dissolved in a mixture of 10 ml of methanol, 10 ml of THF and 5 ml of water, and 8.03 g of 50% strength aqueous sodium hydroxide solution were added at 0° C. The reaction mixture was stirred at RT overnight. The mixture was then acidified with 1 N hydrochloric acid (pH about 2) and extracted three times with ethyl acetate. The combined organic phases were washe... The reactants are N1C=NC=C1 (imidazole), ClC=1N=C(C2=C(N1)SC=C2C)NCC2=CC(=CC=C2)[N+](=O)[O-] (2-chloro-5-methyl-4-(3-nitrobenzylamino)-thieno-[2,3-d]-pyrimidine). The product is N1(C=NC=C1)C=1N=C(C2=C(N1)SC=C2C)NCC2=CC(=CC=C2)[N+](=O)[O-] (2-(imidazol-1-yl)-5-methyl-4-(3-nitrobenzylamino)-thieno-[2,3-d]-pyrimidine). Reaction SMILES: [NH:1]1[CH:5]=[CH:4][N:3]=[CH:2]1.Cl[C:7]1[N:8]=[C:9]([NH:17][CH2:18][C:19]2[CH:24]=[CH:23][CH:22]=[C:21]([N+:25]([O-:27])=[O:26])[CH:20]=2)[C:10]2[C:15]([CH3:16])=[CH:14][S:13][C:11]=2[N:12]=1>>[N:1]1([C:7]2[N:8]=[C:9]([NH:17][CH2:18][C:19]3[CH:24]=[CH:23][CH:22]=[C:21]([N+:25]([O-:27])=[O:26])[CH:20]=3)[C:10]3[C:15]([CH3:16])=[CH:14][S:13][C:11]=3[N:12]=2)[CH:5]=[CH:4][N:3]=[CH:2]1. Reported procedure: Following the procedure of Example 97, the reaction of imidazole with 2-chloro-5-methyl-4-(3-nitrobenzylamino)-thieno-[2,3-d]-pyrimidine gives 2-(imidazol-1-yl)-5-methyl-4-(3-nitrobenzylamino)-thieno-[2,3-d]-pyrimidine. Reactants: Fc1cc2nc(-c3ccccc3Br)n(CC3CCCCC3)c2cc1F, C#Cc1ccc(C#N)cc1. Yields the product N#Cc1ccc(C#Cc2ccccc2-c2nc3cc(F)c(F)cc3n2CC2CCCCC2)cc1. RXN SMILES: [Br:1][c:2]1[c:3](-[c:8]2[n:9][c:10]3[c:11]([n:12]2[CH2:13][CH:14]2[CH2:15][CH2:16][CH2:17][CH2:18][CH2:19]2)[cH:20][c:21]([F:25])[c:22]([F:24])[cH:23]3)[cH:4][cH:5][cH:6][cH:7]1.[C:26](#[CH:27])[c:28]1[cH:29][cH:30][c:31]([C:32]#[N:33])[cH:34][cH:35]1>>[c:2]1([C:27]#[C:26][c:28]2[cH:29][cH:30][c:31]([C:32]#[N:33])[cH:34][cH:35]2)[c:3](-[c:8]2[n:9][c:10]3[c:11]([n:12]2[CH2:13][CH:14]2[CH2:15][CH2:16][CH2:17][CH2:18][CH2:19]2)[cH:20][c:21]([F:25])[c:22]([F:24])[cH:23]3)[cH:4][cH:5][cH:6][cH:7]1. Reactants: C(C)(=O)OCC (ethyl acetate), FC(C=1C=C(C=CC1)\C=C(/C(=O)O)\C1=CC=C(C=C1)C(F)(F)F)(F)F (Z-3-(3-trifluoromethylphenyl)-2-(4-trifluoromethylphenyl)-acrylic acid), C(C)O (ethanol), C(=O)[O-].[NH4+] (ammonium formate). Reagents/catalysts: [Pd] (palladium black). Solvent: C(C)(=O)O (acetic acid), hexanes. Run at temperature 80 celsius. Yields the product FC(C=1C=C(C=CC1)CC(C(=O)O)C1=CC=C(C=C1)C(F)(F)F)(F)F (3-(3-trifluoromethylphenyl)-2-(4-trifluoromethylphenyl)-propionic acid). Isolated yield 124.0%. Reaction SMILES: [F:1][C:2]([F:25])([F:24])[C:3]1[CH:4]=[C:5](/[CH:9]=[C:10](/[C:14]2[CH:19]=[CH:18][C:17]([C:20]([F:23])([F:22])[F:21])=[CH:16][CH:15]=2)\[C:11]([OH:13])=[O:12])[CH:6]=[CH:7][CH:8]=1.C(O)C.C([O-])=O.[NH4+].C(OCC)(=O)C>[Pd].C(O)(=O)C>[F:1][C:2]([F:24])([F:25])[C:3]1[CH:4]=[C:5]([CH2:9][CH:10]([C:14]2[CH:19]=[CH:18][C:17]([C:20]([F:22])([F:23])[F:21])=[CH:16][CH:15]=2)[C:11]([OH:13])=[O:12])[CH:6]=[CH:7][CH:8]=1 |f:2.3|. Reported procedure: A three neck, one liter round bottom flask equipped with condenser, thermometer, nitrogen line and magnetic stirrer was charged with Z-3-(3-trifluoromethylphenyl)-2-(4-trifluoromethylphenyl)-acrylic acid (103, 2.28 g, 6.3 mmol), ethanol (104 mL), palladium black (101.1 mg) and ammonium formate (1.608 g, 25.5 mmol). The reaction mixture was heated to 80° C. for 4 hours. An aliquot was taken and TLC (solvent system was 20% ethyl acetate in hexanes with an acetic acid spike) showed absence of start... Reactants: COC(=O)C12CN(Cc3ccccc3)CC1C(=O)CCC2c1ccccc1, CCO, NN, O. Yields the product COC(=O)C12CN(Cc3ccccc3)CC1C(=NN)CCC2c1ccccc1. RXN SMILES: [CH2:1]([c:2]1[cH:3][cH:4][cH:5][cH:6][cH:7]1)[N:8]1[CH2:9][CH:10]2[C:11](=[O:27])[CH2:12][CH2:13][CH:14]([c:21]3[cH:22][cH:23][cH:24][cH:25][cH:26]3)[C:15]2([C:17](=[O:18])[O:19][CH3:20])[CH2:16]1.[CH3:31][CH2:32][OH:33].[NH2:29][NH2:30].[OH2:28]>>[CH2:1]([c:2]1[cH:3][cH:4][cH:5][cH:6][cH:7]1)[N:8]1[CH2:9][CH:10]2[C:11](=[N:29][NH2:30])[CH2:12][CH2:13][CH:14]([c:21]3[cH:22][cH:23][cH:24][cH:25][cH:26]3)[C:15]2([C:17](=[O:18])[O:19][CH3:20])[CH2:16]1.